From a dataset of the Open Reaction Database (ORD), a public repository of structured organic reaction records. describe an organic reaction: reactants, conditions, products, and yield Reactants: C(#N)C(CC1C(CCCCC1)=O)C (2-(2-cyanopropyl)cycloheptanone), BrBr (bromine). Solvent: C(C)(=O)O (acetic acid). Conditions: temperature 15 celsius. The product is BrC1=C(C=C2C(=N1)CCCCC2)C (2-Bromo-3-methyl-6,7,8,9 tetrahydro-5H-cyclohepta[b]-pyridine). Reaction SMILES: [C:1]([CH:3]([CH3:13])[CH2:4][CH:5]1[CH2:11][CH2:10][CH2:9][CH2:8][CH2:7][C:6]1=O)#[N:2].[Br:14]Br>C(O)(=O)C>[Br:14][C:1]1[N:2]=[C:6]2[CH2:7][CH2:8][CH2:9][CH2:10][CH2:11][C:5]2=[CH:4][C:3]=1[CH3:13]. Procedure details: The product of step (a) (88 g, 0.5 m) in acetic acid (11) was treated with bromine (26 ml, 0.5 m) over 15 minutes, maintaining an internal temperature of ca, 15° C. The mixture was allowed to warm to room temperature overnight. The solvent was evaporated off under reduced pressure and the residue partitioned between water and diisopropyl ether. The organic phase was dried (MgSO4) and evaporated to give a residue which on recrystallising from hexane gave the title compound as white needles, mp 68... The reactants are ClC1=CC=C(C(=N1)O)NC=1C(C(C1NC(C1(COC1)C)C=1OC(=CC1)C)=O)=O (3-(6-chloro-2-hydroxypyridin-3-ylamino)-4-{[(5-methylfuran-2-yl)-(3-methyloxetan-3-yl)methyl]amino}cyclobut-3-ene-1,2-dione), ClC1=CC=C(C(N1)=O)[N+](=O)[O-] (6-chloro-3-nitro-1H-pyridin-2-one). The product is NC=1C(NC(=CC1)Cl)=O (3-Amino-6-chloro-1H-pyridin-2-one). Reaction SMILES: [Cl:1][C:2]1[N:7]=[C:6]([OH:8])[C:5]([NH:9]C2C(=O)C(=O)C=2NC(C2OC(C)=CC=2)C2(C)COC2)=[CH:4][CH:3]=1.ClC1NC(=O)C([N+]([O-])=O)=CC=1>>[NH2:9][C:5]1[C:6](=[O:8])[NH:7][C:2]([Cl:1])=[CH:3][CH:4]=1. Reported procedure: In a manner analogous to EXAMPLE 1 (steps 1 to 3, 6 and 7), 3-(6-chloro-2-hydroxypyridin-3-ylamino)-4-{[(5-methylfuran-2-yl)-(3-methyloxetan-3-yl)methyl]amino}cyclobut-3-ene-1,2-dione was prepared from 6-chloro-3-nitro-1H-pyridin-2-one. HPLC 94.8%, ES− [402]. Reactants: NC1=NC=C(C(=C1[N+](=O)[O-])Cl)Cl (2-amino-4,5-dichloro-3-nitropyridine), C(C)(C)N(CC)C(C)C (diisopropylethylamine), N1=CC=C(C=C1)CN1CCNCC1 (1-[(4-pyridyl)-methyl]-piperazine). Conditions: temperature 45 celsius. Procedure: To a mixture of 2-amino-4,5-dichloro-3-nitropyridine (0.052 g, 0.25 mmol) and isopropanol (4.5 ml) was added 1-[(4-pyridyl)-methyl]-piperazine (0.049 g, 0.28 mmol) followed by diisopropylethylamine (0.05 ml, 0.28 mmol). The reaction mixture was heated at 45° C. for 24 h, then allowed to cool to room temperature, and diluted with isopropanol (3 ml). The precipitate was collected by filtration and washed with isopropanol and diethyl ether. The title compound was thus obtained as yellow solid (0.03... The solvent is C(C)(C)O (isopropanol), C(C)(C)O (isopropanol). As a reaction SMILES: [NH2:1][C:2]1[C:7]([N+:8]([O-:10])=[O:9])=[C:6](Cl)[C:5]([Cl:12])=[CH:4][N:3]=1.[N:13]1[CH:18]=[CH:17][C:16]([CH2:19][N:20]2[CH2:25][CH2:24][NH:23][CH2:22][CH2:21]2)=[CH:15][CH:14]=1.C(N(C(C)C)CC)(C)C>C(O)(C)C>[Cl:12][C:5]1[C:6]([N:23]2[CH2:24][CH2:25][N:20]([CH2:19][C:16]3[CH:15]=[CH:14][N:13]=[CH:18][CH:17]=3)[CH2:21][CH2:22]2)=[C:7]([N+:8]([O-:10])=[O:9])[C:2]([NH2:1])=[N:3][CH:4]=1. Yields the product ClC=1C(=C(C(=NC1)N)[N+](=O)[O-])N1CCN(CC1)CC1=CC=NC=C1 (5-Chloro-3-nitro-4-(4-(pyridin-4-ylmethyl)piperazin-1-yl)pyridin-2-amine), solid.